Dataset: the Open Reaction Database (ORD), a public repository of structured organic reaction records. Task: describe an organic reaction: reactants, conditions, products, and yield The reactants are CC1=C(N=C(O1)C1=CC=C(C=C1)C)C=O (5-methyl-2-p-tolyloxazole-4-carbaldehyde), [Si](C)(C)(C(C)(C)C)OC[C@H]1C[C@H](CCC1)COC(C(=O)OC(C)(C)C)(C)C (tert-butyl 2-[cis-3-(tert-butyldimethylsilanyloxymethyl)cyclohexyl-methoxy]-2-methylpropionate), BiBr3, [SiH](CC)(CC)CC (HSiEt3). Solvent: C(C)#N (acetonitrile), C(C)#N (acetonitrile). Reaction conditions: time 8 hour. The product is CC1=C(N=C(O1)C1=CC=C(C=C1)C)COC[C@H]1C[C@H](CCC1)COC(C(=O)O)(C)C (2-[cis-3-(5-Methyl-2-p-tolyloxazol-4-ylmethoxymethyl)cyclohexylmethoxy]-2-methylpropionic acid). As a reaction SMILES: [Si]([O:8][CH2:9][C@@H:10]1[CH2:15][CH2:14][CH2:13][C@H:12]([CH2:16][O:17][C:18]([CH3:27])([CH3:26])[C:19]([O:21]C(C)(C)C)=[O:20])[CH2:11]1)(C(C)(C)C)(C)C.[SiH](CC)(CC)CC.[CH3:35][C:36]1[O:40][C:39]([C:41]2[CH:46]=[CH:45][C:44]([CH3:47])=[CH:43][CH:42]=2)=[N:38][C:37]=1[CH:48]=O>C(#N)C>[CH3:35][C:36]1[O:40][C:39]([C:41]2[CH:46]=[CH:45][C:44]([CH3:47])=[CH:43][CH:42]=2)=[N:38][C:37]=1[CH2:48][O:8][CH2:9][C@@H:10]1[CH2:15][CH2:14][CH2:13][C@H:12]([CH2:16][O:17][C:18]([CH3:26])([CH3:27])[C:19]([OH:21])=[O:20])[CH2:11]1. Procedure details: 50 mg of tert-butyl 2-[cis-3-(tert-butyldimethylsilanyloxymethyl)cyclohexyl-methoxy]-2-methylpropionate are added to a mixture of 20 mg of BiBr3 and 30 mg of HSiEt3 in 0.5 ml of acetonitrile. 38 mg of 5-methyl-2-p-tolyloxazole-4-carbaldehyde in 0.2 ml of acetonitrile are added dropwise, and the mixture is stirred at room temperature overnight. The resulting black solid is filtered and the filtrate is concentrated and taken up in 1 ml of trifluoroacetic acid. The solution is stirred at room tempe... The reactants are [BH4-], CC(=O)C(Cc1ccccc1)NC(=O)OC(C)(C)C, CCO, [Na+]. The product is CC(O)C(Cc1ccccc1)NC(=O)OC(C)(C)C. As a reaction SMILES: [BH4-:20].[CH2:1]([c:2]1[cH:3][cH:4][cH:5][cH:6][cH:7]1)[CH:8]([C:9]([CH3:10])=[O:11])[NH:12][C:13]([O:14][C:15]([CH3:16])([CH3:17])[CH3:18])=[O:19].[CH3:22][CH2:23][OH:24].[Na+:21]>>[CH2:1]([c:2]1[cH:3][cH:4][cH:5][cH:6][cH:7]1)[CH:8]([CH:9]([CH3:10])[OH:11])[NH:12][C:13]([O:14][C:15]([CH3:16])([CH3:17])[CH3:18])=[O:19].